From a dataset of the Open Reaction Database (ORD), a public repository of structured organic reaction records. describe an organic reaction: reactants, conditions, products, and yield Procedure: (5-Fluoro-quinolin-6-yl)-acetic acid tert-butyl ester (5 g, 19 mmol) in 25 ml of aq. NaOH (4N) was heated to reflux for 4 h. The mixture was washed with ethyl acetate and the aqueous layer was acidified to pH 5 with conc. HCl. The resulting precipitate was collected and washed with water and dried in vacuo to return (5-fluoro-quinolin-6-yl)-acetic acid. To this solid was added conc.H2SO4 (1.2 ml) and MeOH (20 ml) and the solution heated to reflux for 6 h. After cooling the solvent was removed in... The reactants are C(C)(C)(C)OC(CC=1C(=C2C=CC=NC2=CC1)F)=O ((5-Fluoro-quinolin-6-yl)-acetic acid tert-butyl ester). The product is COC(CC=1C(=C2C=CC=NC2=CC1)F)=O ((5-Fluoro-quinolin-6-yl)-acetic acid methyl ester). Run in [OH-].[Na+] (NaOH). RXN SMILES: [C:1]([O:5][C:6](=[O:19])[CH2:7][C:8]1[C:9]([F:18])=[C:10]2[C:15](=[CH:16][CH:17]=1)[N:14]=[CH:13][CH:12]=[CH:11]2)(C)(C)C>[OH-].[Na+]>[CH3:1][O:5][C:6](=[O:19])[CH2:7][C:8]1[C:9]([F:18])=[C:10]2[C:15](=[CH:16][CH:17]=1)[N:14]=[CH:13][CH:12]=[CH:11]2 |f:1.2|. RXN SMILES: [CH2:1]([N:8]1[CH2:12][C@@H:11]([N+:13]([O-])=O)[C@H:10]([C:16]2[CH:21]=[CH:20][C:19]([O:22][CH3:23])=[CH:18][CH:17]=2)[CH2:9]1)[C:2]1[CH:7]=[CH:6][CH:5]=[CH:4][CH:3]=1>CO.[H][H].[Ni]>[NH3:8].[CH2:1]([N:8]1[CH2:9][C@@H:10]([C:16]2[CH:17]=[CH:18][C:19]([O:22][CH3:23])=[CH:20][CH:21]=2)[C@H:11]([NH2:13])[CH2:12]1)[C:2]1[CH:3]=[CH:4][CH:5]=[CH:6][CH:7]=1. Solvent: CO (methanol), [H][H] (hydrogen). The reagents and catalysts are [Ni] (Raney nickel). Yield: 124.5%. Run at time 2 hour. The product is N (ammonia), C(C1=CC=CC=C1)N1C[C@H]([C@@H](C1)C1=CC=C(C=C1)OC)N (trans-1-Benzyl-4-(4-methoxyphenyl)pyrrolidin-3-amine). Procedure: trans-1-Benzyl-3-(4-methoxyphenyl)-4-nitropyrrolidine (0.205 g, 0.66 mmol) was dissolved in methanol (10 mL) and hydrogenated under a hydrogen atmosphere at atmospheric pressure in the presence of Raney nickel (˜8 mL). After stirring for 2 h the solution was concentrated in vacuo and purified by ion exchange chromatography on SCX-2 (solute acidic resin (2 g), eluting with methanol and then 1 M ammonia in methanol to give the title compound (0.116 g, 62%) as a colourless oil that was used without... The reactants are C(C1=CC=CC=C1)N1C[C@H]([C@@H](C1)[N+](=O)[O-])C1=CC=C(C=C1)OC (trans-1-Benzyl-3-(4-methoxyphenyl)-4-nitropyrrolidine).